This data is from the Open Reaction Database (ORD), a public repository of structured organic reaction records. The task is: describe an organic reaction: reactants, conditions, products, and yield As a reaction SMILES: [C:1]([O:2][C:3](=[O:4])[N:8]1[CH2:9][CH2:10][N:11]([S:14](=[O:15])(=[O:16])[c:17]2[cH:18][c:19]3[c:20]([cH:21][cH:22]2)[O:23][CH2:24][O:25]3)[CH2:12][CH2:13]1)([CH3:5])([CH3:6])[CH3:7].[CH3:27][CH2:28][O:29][C:30](=[O:31])[CH3:32].[ClH:26]>>[ClH:26].[NH:8]1[CH2:9][CH2:10][N:11]([S:14](=[O:15])(=[O:16])[c:17]2[cH:18][c:19]3[c:20]([cH:21][cH:22]2)[O:23][CH2:24][O:25]3)[CH2:12][CH2:13]1. Product: Cl, O=S(=O)(c1ccc2c(c1)OCO2)N1CCNCC1. Starting materials: CC(C)(C)OC(=O)N1CCN(S(=O)(=O)c2ccc3c(c2)OCO3)CC1, CCOC(C)=O, Cl. Reactants: CCOC(=O)C=CC=C(c1ccccc1F)c1ccccc1F, CO, [Na+], [OH-]. The product is O=C(O)C=CC=C(c1ccccc1F)c1ccccc1F. As a reaction SMILES: [CH2:1]([CH3:2])[O:3][C:4]([CH:5]=[CH:6][CH:7]=[C:8]([c:9]1[c:10]([F:15])[cH:11][cH:12][cH:13][cH:14]1)[c:16]1[c:17]([F:22])[cH:18][cH:19][cH:20][cH:21]1)=[O:23].[CH3:26][OH:27].[Na+:25].[OH-:24]>>[O:3]=[C:4]([CH:5]=[CH:6][CH:7]=[C:8]([c:9]1[c:10]([F:15])[cH:11][cH:12][cH:13][cH:14]1)[c:16]1[c:17]([F:22])[cH:18][cH:19][cH:20][cH:21]1)[OH:23]. Reactants: ClC=1C(N(N=CC1Cl)C1CC(CC(C1)(C)C)(C)C)=O (4,5-Dichloro-2-(3,3,5,5-tetramethyl cyclohexyl)pyridazin-3-one), CN(CCN)C (2-Dimethylaminoethyl amine). Yields the product ClC=1C(N(N=CC1NCCN(C)C)C1CC(CC(C1)(C)C)(C)C)=O (4-Chloro-5-(2-dimethylaminoethyl)amino-2-(3,3,5,5-tetramethylcyclohexyl)pyridazin-3-one). Reaction SMILES: [Cl:1][C:2]1[C:3](=[O:19])[N:4]([CH:9]2[CH2:14][C:13]([CH3:16])([CH3:15])[CH2:12][C:11]([CH3:18])([CH3:17])[CH2:10]2)[N:5]=[CH:6][C:7]=1Cl.[CH3:20][N:21]([CH3:25])[CH2:22][CH2:23][NH2:24]>>[Cl:1][C:2]1[C:3](=[O:19])[N:4]([CH:9]2[CH2:14][C:13]([CH3:16])([CH3:15])[CH2:12][C:11]([CH3:18])([CH3:17])[CH2:10]2)[N:5]=[CH:6][C:7]=1[NH:24][CH2:23][CH2:22][N:21]([CH3:25])[CH3:20]. Reported procedure: 4-Chloro-5-(2-dimethylaminoethyl)amino-2-(3,3,5,5-tetramethylcyclohexyl)pyridazin-3-one was prepared from 4,5-Dichloro-2-(3,3,5,5-tetramethyl cyclohexyl)pyridazin-3-one in a similar manner using 2-Dimethylaminoethyl amine (4 equivalents). 1H NMR (300 MHz CDCl3) 7.60 (s, 1H), 5.44 (m, 1H), 5.33 (m, 1H), 3.33 (m, 2H), 2.59 (m, 2H), 2.29 (s, 6H), 1.55 (m, 4H), 1.3 (m, 1H), 1.15 (m, 1H), 1.15 (s, 6H), 0.95 (s, 6H). Starting materials: O=C([O-])O, CS(=O)(=O)O, ClC(Cl)Cl, [N-]=[N+]=[N-], [Na+], [Na+], CCOC(=O)C1CCC(=O)CC1. Product: CCOC(=O)C1CCNC(=O)CC1. As a reaction SMILES: [C:22](=[O:23])([OH:24])[O-:25].[CH3:17][S:18](=[O:19])(=[O:20])[OH:21].[Cl:27][CH:28]([Cl:29])[Cl:30].[N-:14]=[N+:15]=[N-:16].[Na+:13].[Na+:26].[O:1]=[C:2]1[CH2:3][CH2:4][CH:5]([C:8](=[O:9])[O:10][CH2:11][CH3:12])[CH2:6][CH2:7]1>>[O:1]=[C:2]1[CH2:3][CH2:4][CH:5]([C:8](=[O:9])[O:10][CH2:11][CH3:12])[CH2:6][CH2:7][NH:14]1. Reactants: CNCc1ccccc1, CCOC(C)=O, Cc1ccccc1, Cl, O=C1CCC=C(c2ccccc2)O1. The product is CN(Cc1ccccc1)C(=O)CCCC(=O)c1ccccc1. As a reaction SMILES: [CH3:1][NH:2][CH2:3][c:4]1[cH:5][cH:6][cH:7][cH:8][cH:9]1.[CH3:23][CH2:24][O:25][C:26](=[O:27])[CH3:28].[CH3:30][c:31]1[cH:32][cH:33][cH:34][cH:35][cH:36]1.[ClH:29].[c:10]1([C:16]2=[CH:17][CH2:18][CH2:19][C:20](=[O:22])[O:21]2)[cH:11][cH:12][cH:13][cH:14][cH:15]1>>[CH3:1][N:2]([CH2:3][c:4]1[cH:5][cH:6][cH:7][cH:8][cH:9]1)[C:20]([CH2:19][CH2:18][CH2:17][C:16]([c:10]1[cH:11][cH:12][cH:13][cH:14][cH:15]1)=[O:21])=[O:22]. The reactants are CCOC(=O)CBr, CN(C)C=O, COC1(c2cc(O)cc(F)c2)CCOCC1, [K+], [K+], O=C([O-])[O-]. The product is CCOC(=O)COc1cc(F)cc(C2(OC)CCOCC2)c1. As a reaction SMILES: [Br:1][CH2:2][C:3](=[O:4])[O:5][CH2:6][CH3:7].[CH3:30][N:31]([CH3:32])[CH:33]=[O:34].[F:8][c:9]1[cH:10][c:11]([OH:23])[cH:12][c:13]([C:15]2([O:21][CH3:22])[CH2:16][CH2:17][O:18][CH2:19][CH2:20]2)[cH:14]1.[K+:24].[K+:25].[O-:26][C:27]([O-:28])=[O:29]>>[CH2:2]([C:3](=[O:4])[O:5][CH2:6][CH3:7])[O:23][c:11]1[cH:10][c:9]([F:8])[cH:14][c:13]([C:15]2([O:21][CH3:22])[CH2:16][CH2:17][O:18][CH2:19][CH2:20]2)[cH:12]1. Starting materials: Cc1ccccc1, CC(=Cc1cc([N+](=O)[O-])ccc1Cl)C(=O)O, O=S(Cl)Cl. Yields the product COC(=O)C(C)=Cc1cc([N+](=O)[O-])ccc1Cl. Reaction SMILES: [CH3:21][c:22]1[cH:23][cH:24][cH:25][cH:26][cH:27]1.[Cl:1][c:2]1[c:3]([CH:4]=[C:5]([C:6](=[O:7])[OH:8])[CH3:9])[cH:10][c:11]([N+:14](=[O:15])[O-:16])[cH:12][cH:13]1.[S:17]([Cl:18])([Cl:19])=[O:20]>>[Cl:1][c:2]1[c:3]([CH:4]=[C:5]([C:6](=[O:7])[O:8][CH3:21])[CH3:9])[cH:10][c:11]([N+:14](=[O:15])[O-:16])[cH:12][cH:13]1. The reactants are CSC(SC)=C(C#N)C#N (bis (methylthio)methylenepropanedinitrile), C1(=CC=CC=C1)NN (phenylhydrazine). Solvent: C(C)O (ethanol). The product is NC1=C(C(=NN1C1=CC=CC=C1)SC)C#N (5-amino-3-methylthio-1-phenylpyrazole-4-carbonitrile). Isolated yield 9.1%. RXN SMILES: CS[C:3](=[C:6]([C:9]#[N:10])[C:7]#[N:8])[S:4][CH3:5].[C:11]1([NH:17][NH2:18])[CH:16]=[CH:15][CH:14]=[CH:13][CH:12]=1>C(O)C>[NH2:8][C:7]1[N:17]([C:11]2[CH:16]=[CH:15][CH:14]=[CH:13][CH:12]=2)[N:18]=[C:3]([S:4][CH3:5])[C:6]=1[C:9]#[N:10]. Procedure: A mixture comprised of 17.0 g (100 mmol) of bis (methylthio)methylenepropanedinitrile, 10.8 g (100mmol) of phenylhydrazine and 80 ml of ethanol was heated under reflux for 2 hours. The solvent was removed through distillation, and 20 ml of ethanol was added to the residue, which was thus crystallized. The resulting crystals were taken out by means of filtration under suction to give 20.9 g (9.1 mmol) of the entitled product as colorless, needle-like crystals having a melting point of from 136° t... Starting materials: C(CCC)OC(CCCCC=1C=CC=2OCCNC2N1)=O (5-(3,4-Dihydro-2H-pyrido[3,2-b][1,4]oxazin-6-yl)-pentanoic acid butyl ester), [OH-].[Na+] (NaOH), Cl (HCl). Run in CO (MeOH). The product is O1C2=C(NCC1)N=C(C=C2)CCCCC(=O)O (5-(3,4-Dihydro-2H-pyrido[3,2-b][1,4]oxazin-6-yl)-pentanoic acid). RXN SMILES: C([O:5][C:6](=[O:21])[CH2:7][CH2:8][CH2:9][CH2:10][C:11]1[CH:12]=[CH:13][C:14]2[O:15][CH2:16][CH2:17][NH:18][C:19]=2[N:20]=1)CCC.[OH-].[Na+].Cl>CO>[O:15]1[CH2:16][CH2:17][NH:18][C:19]2[N:20]=[C:11]([CH2:10][CH2:9][CH2:8][CH2:7][C:6]([OH:21])=[O:5])[CH:12]=[CH:13][C:14]1=2 |f:1.2|. Procedure details: A solution of 4-6 (0.223 mmol) and 1.0 N NaOH solution (0.268 mL, 0.268 mmol) in MeOH (1.5 mL) was stirred overnight. The reaction was neutralized by adding 1.0 N HCl solution (0.268 mL, 0.268 mmol) then concentrated and used in Step G without further purification.